Dataset: the Open Reaction Database (ORD), a public repository of structured organic reaction records. Task: describe an organic reaction: reactants, conditions, products, and yield The reactants are [OH-].[Na+] (NaOH), [N+](=O)([O-])C1=C(C=CC=C1)NC1=C(C(=O)O)C=CC=C1 (2-(2-Nitro-phenylamino)-benzoic acid), CO (methanol), O (water), OS(=O)(=O)O (H2SO4). Product: COC(C1=C(C=CC=C1)NC1=C(C=CC=C1)[N+](=O)[O-])=O (2-(2-Nitro-phenylamino)-benzoic acid methyl ester). Isolated yield 80.0%. As a reaction SMILES: [N+:1]([C:4]1[CH:9]=[CH:8][CH:7]=[CH:6][C:5]=1[NH:10][C:11]1[CH:19]=[CH:18][CH:17]=[CH:16][C:12]=1[C:13]([OH:15])=[O:14])([O-:3])=[O:2].OS(O)(=O)=O.O.[OH-].[Na+].[CH3:28]O>>[CH3:28][O:14][C:13](=[O:15])[C:12]1[CH:16]=[CH:17][CH:18]=[CH:19][C:11]=1[NH:10][C:5]1[CH:6]=[CH:7][CH:8]=[CH:9][C:4]=1[N+:1]([O-:3])=[O:2] |f:3.4|. Procedure: 2-(2-Nitro-phenylamino)-benzoic acid (560 mg, 2.2 mmol) is dissolved in methanol (10 mL) and concentrated H2SO4 (0.16 mL, 98%) is added into it. The mixture is then refluxed for 60 hr. After it is cooled down to room temperature, 100 mL of water is added and the pH of this solution is adjusted to pH 7 by adding 1.0 M NaOH aqueous solution. An orange solid is formed and it is filtered and rinsed with more water. Air drying of this orange solid affords 470 mg (80%) of 2-(2-Nitro-phenylamino)-benzo... The reactants are C(C)(C)(C)OC(=O)N1CCC(CC1)[C@@]1(CC=2C(=CN=C(C2)Cl)O1)C ((S)-4-(5-chloro-2-methyl-2,3-dihydro-furo[2,3-c]pyridin-2-yl)-piperidine-1-carboxylic acid tert-butyl ester), CS(=O)(=O)C1=CC=C(C=C1)B(O)O (4-(methanesulfonyl)phenylboronic acid). Yields the product C(C)(C)(C)OC(=O)N1CCC(CC1)[C@@]1(CC=2C(=CN=C(C2)C2=CC=C(C=C2)S(=O)(=O)C)O1)C ((S)-4-[5-(4-Methanesulfonyl-phenyl)-2-methyl-2,3-dihydro-furo[2,3-c]pyridin-2-yl]-piperidine-1-carboxylic acid tert-butyl ester). As a reaction SMILES: [C:1]([O:5][C:6]([N:8]1[CH2:13][CH2:12][CH:11]([C@@:14]2([CH3:24])[O:23][C:17]3=[CH:18][N:19]=[C:20](Cl)[CH:21]=[C:16]3[CH2:15]2)[CH2:10][CH2:9]1)=[O:7])([CH3:4])([CH3:3])[CH3:2].[CH3:25][S:26]([C:29]1[CH:34]=[CH:33][C:32](B(O)O)=[CH:31][CH:30]=1)(=[O:28])=[O:27]>>[C:1]([O:5][C:6]([N:8]1[CH2:13][CH2:12][CH:11]([C@@:14]2([CH3:24])[O:23][C:17]3=[CH:18][N:19]=[C:20]([C:32]4[CH:33]=[CH:34][C:29]([S:26]([CH3:25])(=[O:28])=[O:27])=[CH:30][CH:31]=4)[CH:21]=[C:16]3[CH2:15]2)[CH2:10][CH2:9]1)=[O:7])([CH3:4])([CH3:3])[CH3:2]. Procedure details: The title compound is prepared from (S)-4-(5-chloro-2-methyl-2,3-dihydro-furo[2,3-c]pyridin-2-yl)-piperidine-1-carboxylic acid tert-butyl ester and 4-(methanesulfonyl)phenylboronic acid following a procedure analogous to that described in Example 28. LC (method 6): tR=1.19 min; Mass spectrum (ESI+): m/z=473 [M+H]+.